The task is: describe an organic reaction: reactants, conditions, products, and yield. This data is from the Open Reaction Database (ORD), a public repository of structured organic reaction records. Starting materials: O[C@H]1[C@@H](COC1)OC1=NC(=NC2=CC=CC=C12)N1CCNCC1 (4-[trans-(4-hydroxytetrahydrofuran-3-yl)oxy]-2-(1-piperazinyl) quinazoline), CC(=O)C (acetone). Product: C(C)(=O)O.O[C@H]1[C@@H](COC1)OC1=NC(=NC2=CC=CC=C12)N1CCNCC1 (4-[trans-(4-hydroxytetrahydrofuran-3-yl)oxy]-2-(1-piperazinyl)quinazoline monoacetate). Reaction SMILES: [OH:1][C@@H:2]1[CH2:6][O:5][CH2:4][C@H:3]1[O:7][C:8]1[C:17]2[C:12](=[CH:13][CH:14]=[CH:15][CH:16]=2)[N:11]=[C:10]([N:18]2[CH2:23][CH2:22][NH:21][CH2:20][CH2:19]2)[N:9]=1.CC(C)=[O:26]>>[C:6]([OH:26])(=[O:5])[CH3:2].[OH:1][C@@H:2]1[CH2:6][O:5][CH2:4][C@H:3]1[O:7][C:8]1[C:17]2[C:12](=[CH:13][CH:14]=[CH:15][CH:16]=2)[N:11]=[C:10]([N:18]2[CH2:19][CH2:20][NH:21][CH2:22][CH2:23]2)[N:9]=1 |f:2.3|. Procedure: 4-[trans-(4-Hydroxytetrahydrofuran-3-yl)oxy]-2-(1-piperazinyl)quinazoline (cf. Example 11) (200 mg) is dissolved in acetone (20 ml) with heating, and the solution is filtered, and the filtrate is concentrated and thereto is added acetic acid (50 mg), and the mixture is allowed to stand at room temperature. The precipitated crystals are separated by filtration to give 4-[trans-(4-hydroxytetrahydrofuran-3-yl)oxy]-2-(1-piperazinyl)quinazoline monoacetate (171 mg). The reactants are C1(=CC=CC=C1)C(OC1CCN(CC1)CCCN)C1=CC=CC=C1 (4-(diphenylmethoxy)-1-piperidinepropanamine), ClC=1C=CC=2N(N1)C=C(N2)C(C(=O)N)(C)C (2-(6-chloroimidazo[1,2-b]pyridazin-2-yl]-2-methylpropionamide), C([O-])(O)=O.[Na+] (sodium bicarbonate). The solvent is C(C)(=O)OCC (ethyl acetate). Yields the product Cl.Cl.C1(=CC=CC=C1)C(OC1CCN(CC1)CCCNC=1C=CC=2N(N1)C=C(N2)C(C(=O)N)(C)C)C2=CC=CC=C2 (2-[6-[3-[4-(diphenylmethoxy)piperidino]propylamino]imidazo[1,2-b]pyridazin-2-yl]-2-methylpropionamide dihydrochloride). The yield is 137.1%. RXN SMILES: [C:1]1([CH:7]([C:19]2[CH:24]=[CH:23][CH:22]=[CH:21][CH:20]=2)[O:8][CH:9]2[CH2:14][CH2:13][N:12]([CH2:15][CH2:16][CH2:17][NH2:18])[CH2:11][CH2:10]2)[CH:6]=[CH:5][CH:4]=[CH:3][CH:2]=1.[Cl:25][C:26]1[CH:27]=[CH:28][C:29]2[N:30]([CH:32]=[C:33]([C:35]([CH3:40])([CH3:39])[C:36]([NH2:38])=[O:37])[N:34]=2)[N:31]=1.C(=O)(O)[O-].[Na+]>C(OCC)(=O)C>[ClH:25].[ClH:25].[C:19]1([CH:7]([C:1]2[CH:2]=[CH:3][CH:4]=[CH:5][CH:6]=2)[O:8][CH:9]2[CH2:14][CH2:13][N:12]([CH2:15][CH2:16][CH2:17][NH:18][C:26]3[CH:27]=[CH:28][C:29]4[N:30]([CH:32]=[C:33]([C:35]([CH3:40])([CH3:39])[C:36]([NH2:38])=[O:37])[N:34]=4)[N:31]=3)[CH2:11][CH2:10]2)[CH:24]=[CH:23][CH:22]=[CH:21][CH:20]=1 |f:2.3,5.6.7|. Reported procedure: 1.29 g of 4-(diphenylmethoxy)-1-piperidinepropanamine and 0.478 g of 2-(6-chloroimidazo[1,2-b]pyridazin-2-yl]-2-methylpropionamide were stirred at 190-200° C. for 70 minutes. After cooling, aqueous sodium bicarbonate was added, followed by.,extraction with ethyl acetate. The extract was washed with saline and dried with magnesium sulfate. The dry product was concentrated under reduced pressure; the residue was subjected to silica gel column chromatography and eluted with ethyl acetate:methanol:t...